Dataset: the Open Reaction Database (ORD), a public repository of structured organic reaction records. Task: describe an organic reaction: reactants, conditions, products, and yield Reactants: CCCC(=O)Cl, ClCCl, CCC1CNC(c2cccc(C(F)(F)F)c2)O1, c1ccncc1. Product: CCCC(=O)N1CC(CC)OC1c1cccc(C(F)(F)F)c1. RXN SMILES: [C:24]([CH2:25][CH2:26][CH3:27])(=[O:28])[Cl:29].[CH2:30]([Cl:31])[Cl:32].[F:1][C:2]([c:3]1[cH:4][c:5]([CH:9]2[O:10][CH:11]([CH2:14][CH3:15])[CH2:12][NH:13]2)[cH:6][cH:7][cH:8]1)([F:16])[F:17].[cH:18]1[cH:19][cH:20][n:21][cH:22][cH:23]1>>[F:1][C:2]([c:3]1[cH:4][c:5]([CH:9]2[O:10][CH:11]([CH2:14][CH3:15])[CH2:12][N:13]2[C:24]([CH2:25][CH2:26][CH3:27])=[O:28])[cH:6][cH:7][cH:8]1)([F:16])[F:17]. The reactants are ClC1=C(C(=O)O)C=CC=C1Cl (2,3-dichlorobenzoic acid), FC1=CC=C(C=C1)C(CN)C=1C=NC(=NC1)C(F)(F)F (2-(4-fluorophenyl)-2-(2-(trifluoromethyl)pyrimidin-5-yl)ethanamine). Product: ClC1=C(C(=O)NCC(C=2C=NC(=NC2)C(F)(F)F)C2=CC=C(C=C2)F)C=CC=C1Cl (2,3-dichloro-N-(2-(4-fluorophenyl)-2-(2-(trifluoromethyl)pyrimidin-5-yl)ethyl)benzamide). As a reaction SMILES: [Cl:1][C:2]1[C:10]([Cl:11])=[CH:9][CH:8]=[CH:7][C:3]=1[C:4]([OH:6])=O.[F:12][C:13]1[CH:18]=[CH:17][C:16]([CH:19]([C:22]2[CH:23]=[N:24][C:25]([C:28]([F:31])([F:30])[F:29])=[N:26][CH:27]=2)[CH2:20][NH2:21])=[CH:15][CH:14]=1>>[Cl:1][C:2]1[C:10]([Cl:11])=[CH:9][CH:8]=[CH:7][C:3]=1[C:4]([NH:21][CH2:20][CH:19]([C:16]1[CH:17]=[CH:18][C:13]([F:12])=[CH:14][CH:15]=1)[C:22]1[CH:23]=[N:24][C:25]([C:28]([F:30])([F:31])[F:29])=[N:26][CH:27]=1)=[O:6]. Reported procedure: From 2,3-dichlorobenzoic acid and 2-(4-fluorophenyl)-2-(2-(trifluoromethyl)pyrimidin-5-yl)ethanamine. LCMS (MH+): m/z=458.0, tR (minutes, Method G)=2.91 The reactants are Cl.C(#N)C1(CC1)NC(=O)[C@H]1NC[C@@H](C1)S(=O)(=O)C1=C(C=CC=C1)Cl ((2S,4R)-4-(2-chloro-benzenesulfonyl)-pyrrolidine-2-carboxylic acid (1-cyano-cyclopropyl)-amide hydrochloride), ClC(=O)OC1CCCC1 (cyclopentyl chloroformate). The product is C1(CCCC1)OC(=O)N1[C@@H](C[C@H](C1)S(=O)(=O)C1=C(C=CC=C1)Cl)C(NC1(CC1)C#N)=O ((2S,4R)-4-(2-chloro-benzenesulfonyl)-2-(1-cyano-cyclopropylcarbamoyl)-pyrrolidine-1-carboxylic acid cyclopentyl ester). RXN SMILES: Cl.[C:2]([C:4]1([NH:7][C:8]([C@@H:10]2[CH2:14][C@@H:13]([S:15]([C:18]3[CH:23]=[CH:22][CH:21]=[CH:20][C:19]=3[Cl:24])(=[O:17])=[O:16])[CH2:12][NH:11]2)=[O:9])[CH2:6][CH2:5]1)#[N:3].Cl[C:26]([O:28][CH:29]1[CH2:33][CH2:32][CH2:31][CH2:30]1)=[O:27]>>[CH:29]1([O:28][C:26]([N:11]2[CH2:12][C@H:13]([S:15]([C:18]3[CH:23]=[CH:22][CH:21]=[CH:20][C:19]=3[Cl:24])(=[O:17])=[O:16])[CH2:14][C@H:10]2[C:8](=[O:9])[NH:7][C:4]2([C:2]#[N:3])[CH2:6][CH2:5]2)=[O:27])[CH2:33][CH2:32][CH2:31][CH2:30]1 |f:0.1|. Procedure details: (2S,4R)-4-(2-chloro-benzenesulfonyl)-pyrrolidine-2-carboxylic acid (1-cyano-cyclopropyl)-amide hydrochloride from experiment K4 was acylated with cyclopentyl chloroformate in analogy to experiment L21 to give (2S,4R)-4-(2-chloro-benzenesulfonyl)-2-(1-cyano-cyclopropylcarbamoyl)-pyrrolidine-1-carboxylic acid cyclopentyl ester as a colorless oil. MS: 466.2 [M+H]+. The reactants are FC1=C(C=C(C=C1)C(C)=O)C(C1=CC=CC=C1)O (1-{4-fluoro-3-[hydroxy(phenyl)methyl]phenyl}ethanone), COC(N(C)C)OC (dimethylformamide dimethylacetal). Yields the product CN(/C=C/C(=O)C1=CC(=C(C=C1)F)C(C1=CC=CC=C1)O)C ((2E)-3-(dimethylamino)-1-{4-fluoro-3-[hydroxy(phenyl)methyl]phenyl}-2-propen-1-one). As a reaction SMILES: [F:1][C:2]1[CH:7]=[CH:6][C:5]([C:8](=[O:10])[CH3:9])=[CH:4][C:3]=1[CH:11]([OH:18])[C:12]1[CH:17]=[CH:16][CH:15]=[CH:14][CH:13]=1.CO[CH:21](OC)[N:22]([CH3:24])[CH3:23]>>[CH3:21][N:22]([CH3:24])/[CH:23]=[CH:9]/[C:8]([C:5]1[CH:6]=[CH:7][C:2]([F:1])=[C:3]([CH:11]([OH:18])[C:12]2[CH:13]=[CH:14][CH:15]=[CH:16][CH:17]=2)[CH:4]=1)=[O:10]. Procedure: A round-bottomed flask was charged with 1-{4-fluoro-3-[hydroxy(phenyl)methyl]phenyl}ethanone (140 mg) and dimethylformamide dimethylacetal (4 mL). The mixture was heated to reflux for 18 h then concentrated to dryness. The residue was taken up in minimal methylene chloride then added to rapidly stirring diethyl ether to induce a solid. The solids were collected on filter and washed with diethyl ether to provide (2E)-3-(dimethylamino)-1-{4-fluoro-3-[hydroxy(phenyl)methyl]phenyl}-2-propen-1-one as... Starting materials: C(=O)(O)[O-].[Na+] (NaHCO3), C(C)(C)(C)OC(=O)N1[C@@H](C[C@H](C1)O)C(=O)O ((2S,4R)-4-Hydroxy-pyrrolidine-1,2-dicarboxylic acid 1-tert-butyl ester), C1=CC2=C(N=C1)N(N=N2)O (HOAT), C1(CCC1)N (cyclobutylamine). Product: C(C)(C)(C)OC(=O)N1[C@@H](C[C@H](C1)O)C(NC1CCC1)=O ((2S,4R)-2-Cyclobutylcarbamoyl-4-hydroxy-pyrrolidine-1-carboxylic acid tert-butyl ester). Run in CN(C)C=O (DMF), C(CCl)Cl (EDC). Reaction SMILES: [C:1]([O:5][C:6]([N:8]1[CH2:12][C@H:11]([OH:13])[CH2:10][C@H:9]1[C:14]([OH:16])=O)=[O:7])([CH3:4])([CH3:3])[CH3:2].[CH:17]1[CH:22]=NC2N(O)N=[N:25][C:19]=2[CH:18]=1.C1(N)CCC1.C([O-])(O)=O.[Na+]>CN(C=O)C.C(Cl)CCl>[C:1]([O:5][C:6]([N:8]1[CH2:12][C@H:11]([OH:13])[CH2:10][C@H:9]1[C:14](=[O:16])[NH:25][CH:19]1[CH2:18][CH2:17][CH2:22]1)=[O:7])([CH3:2])([CH3:3])[CH3:4] |f:3.4|. Procedure: To a solution of 2.00 g (2S,4R)-4-Hydroxy-pyrrolidine-1,2-dicarboxylic acid 1-tert-butyl ester in 20 ml DMF were added 1.18 g HOAT, 615 mg cyclobutylamine and 1.66 g EDC. After stirring for 12 h saturated NaHCO3 solution (3 ml) was added and the mixture passed through a Chem Elute® cartridge eluting with DCM. The crude product obtained after evaporation of the solvent was purified by filtering over a short plug of silica eluting with ethyl acetate. Yield: 1.22 g